This data is from the Open Reaction Database (ORD), a public repository of structured organic reaction records. The task is: describe an organic reaction: reactants, conditions, products, and yield Reactants: C1(CCCCC1)P(C1CCCCC1)C1CCCCC1 (tricyclohexylphosphine), BrC=1C(=CC(=NC1)Cl)Cl (5-bromo-2,4-dichloro-pyridine), [O-]P(=O)([O-])[O-].[K+].[K+].[K+] (potassium phosphate tribasic), C1(CC1)B(O)O (cyclopropylboronic acid). Run at temperature 100 celsius, time 12 hour. The yield is 60.3%. Procedure details: A mixture of 5-bromo-2,4-dichloro-pyridine (CAN 849937-4, 4 g, 17.63 mmol), potassium phosphate tribasic (11.21 g, 52.89 mmol), cyclopropylboronic acid (5.2 g, 35.84 mmol) in toluene (45 ml) and water (5 ml) was degassed with argon for 15 minutes. To this reaction mixture was added palladium (II) acetate (80 mg, 0.35 mmol) and tricyclohexylphosphine (0.487 g, 1.74 mmol) at 25° C. and reaction mixture was again purged with argon for 5 minutes. The reaction mixture was then stirred at 100° C. for ... RXN SMILES: Br[C:2]1[C:3]([Cl:9])=[CH:4][C:5]([Cl:8])=[N:6][CH:7]=1.[O-]P([O-])([O-])=O.[K+].[K+].[K+].[CH:18]1(B(O)O)[CH2:20][CH2:19]1.C1(P(C2CCCCC2)C2CCCCC2)CCCCC1>C1(C)C=CC=CC=1.O.C([O-])(=O)C.[Pd+2].C([O-])(=O)C>[Cl:8][C:5]1[CH:4]=[C:3]([Cl:9])[C:2]([CH:18]2[CH2:20][CH2:19]2)=[CH:7][N:6]=1 |f:1.2.3.4,9.10.11|. Product: ClC1=NC=C(C(=C1)Cl)C1CC1 (2,4-dichloro-5-cyclopropyl-pyridine). Solvent: C1(=CC=CC=C1)C (toluene), O (water). The reagents and catalysts are C(C)(=O)[O-].[Pd+2].C(C)(=O)[O-] (palladium (II) acetate). Reactants: Cl (hydrochloride), C1(CC1)S(=O)(=O)N (cyclopropanesulfonamide), [H-].[Na+] (NaH), 3S, ClC1=CC=C2C(=C1)NC(C21C(NC(CC1C1=C(C=CC(=C1)Cl)OC(C)(C)C(=O)O)=O)C1=C(C=CC(=C1)F)C)=O (6-chloro-4′-[5-chloro-2-(1-hydroxycarbonyl-1-methyl-ethoxy)-phenyl]-2′-(5-fluoro-2-methyl-phenyl) spiro[3H-indole-3,3′-piperidine]2,6′(1H)-dione), C1=CN(C=N1)C(=O)N2C=CN=C2 (CDI). Solvent: O (water), CN(C)C=O (DMF), CN(C)C=O (DMF). Conditions: time 1 hour. Product: ClC1=CC=C2C(=C1)NC(C21C(NC(CC1C1=C(C=CC(=C1)Cl)OC(C(=O)NS(=O)(=O)C1CC1)(C)C)=O)C1=C(C=CC(=C1)F)C)=O (6-chloro-4′-[5-chloro-2-(2-cyclopropanesulfonylamino-1,1-dimethyl-2-oxo-ethoxy)-phenyl]-2′-(5-fluoro-2-methyl-phenyl)-spiro[3H-indole-3,3′-piperidine]-2,6′(1H)-dione). Yield: 71.3%. Reaction SMILES: [Cl:1][C:2]1[CH:7]=[C:6]2[NH:8][C:9](=[O:39])[C:10]3([CH:15]([C:16]4[CH:21]=[C:20]([Cl:22])[CH:19]=[CH:18][C:17]=4[O:23][C:24]([C:27]([OH:29])=O)([CH3:26])[CH3:25])[CH2:14][C:13](=[O:30])[NH:12][CH:11]3[C:31]3[CH:36]=[C:35]([F:37])[CH:34]=[CH:33][C:32]=3[CH3:38])[C:5]2=[CH:4][CH:3]=1.C1N=CN(C(N2C=NC=C2)=O)C=1.[CH:52]1([S:55]([NH2:58])(=[O:57])=[O:56])[CH2:54][CH2:53]1.[H-].[Na+].Cl>CN(C=O)C.O>[Cl:1][C:2]1[CH:7]=[C:6]2[NH:8][C:9](=[O:39])[C:10]3([CH:15]([C:16]4[CH:21]=[C:20]([Cl:22])[CH:19]=[CH:18][C:17]=4[O:23][C:24]([CH3:26])([CH3:25])[C:27]([NH:58][S:55]([CH:52]4[CH2:54][CH2:53]4)(=[O:57])=[O:56])=[O:29])[CH2:14][C:13](=[O:30])[NH:12][CH:11]3[C:31]3[CH:36]=[C:35]([F:37])[CH:34]=[CH:33][C:32]=3[CH3:38])[C:5]2=[CH:4][CH:3]=1 |f:3.4|. Procedure details: A solution of chiral (2′S, 3S, 4′R)-6-chloro-4′-[5-chloro-2-(1-hydroxycarbonyl-1-methyl-ethoxy)-phenyl]-2′-(5-fluoro-2-methyl-phenyl) spiro[3H-indole-3,3′-piperidine]-2,6′(1H)-dione (45 mg, 0.079 mmol) prepared in Example 7 and CDI (26 mg, 0.16 mmol) in DMF (0.5 mL) was heated at 60° C. for 2 h. Then to this solution was added a mixture of cyclopropanesulfonamide (48 mg, 0.4 mmol) and NaH (13 mg, 60%, 0.3 mmol) in DMF (1 mL), which had been stirred at room temperature for 1 h. After the resultin... Starting materials: NC1=C(C(=NN1C1=C(C=C(C=C1Cl)C(F)(F)F)Cl)C#N)C1(CC1)C(=O)N (1-{5-amino-3-cyano-1-[2,6-dichloro-4-(trifluoromethyl)phenyl]-1H-pyrazol-4-yl}cyclopropanecarboxamide), COC=1C=CC(=CC1)P2(=S)SP(=S)(S2)C=3C=CC(=CC3)OC (Lawesson's reagent). Solvent: O (water), O1CCCC1 (tetrahydrofuran). The product is NC1=C(C(=NN1C1=C(C=C(C=C1Cl)C(F)(F)F)Cl)C#N)C1(CC1)C(N)=S (1-{5-amino-3-cyano-1-[2,6-dichloro-4-(trifluoromethyl)phenyl]-1H-pyrazol-4-yl}cyclopropanecarbothioamide). Isolated yield 25.8%. RXN SMILES: [NH2:1][C:2]1[N:6]([C:7]2[C:12]([Cl:13])=[CH:11][C:10]([C:14]([F:17])([F:16])[F:15])=[CH:9][C:8]=2[Cl:18])[N:5]=[C:4]([C:19]#[N:20])[C:3]=1[C:21]1([C:24]([NH2:26])=O)[CH2:23][CH2:22]1.COC1C=CC(P2(SP(C3C=CC(OC)=CC=3)(=S)S2)=[S:36])=CC=1>O1CCCC1.O>[NH2:1][C:2]1[N:6]([C:7]2[C:12]([Cl:13])=[CH:11][C:10]([C:14]([F:17])([F:16])[F:15])=[CH:9][C:8]=2[Cl:18])[N:5]=[C:4]([C:19]#[N:20])[C:3]=1[C:21]1([C:24](=[S:36])[NH2:26])[CH2:23][CH2:22]1. Procedure: To a solution of Example 2 (400 mg, 0.99 mmol) in tetrahydrofuran (32 ml), under nitrogen, was added Lawesson's reagent (2,4-bis(4-methoxyphenyl)-1,3-dithia-2,4-disulphide, 240 mg, 0.59 mmol). The reaction mixture was heated at reflux for 3 h, cooled to room temperature and diluted with water. The mixture was extracted with ethyl acetate (×3) and the combined extracts were dried (MgSO4) and concentrated in vacuo. The residue was dissolved in acetonitrile (1.2 ml) and purified by automated prepar... Reactants: C#CC(O)CC, CCNCC, CN1Cc2c(I)ncn2-c2cccc(Cl)c2C1=O, [Cu]I, Cl[Pd]Cl, c1ccc(P(c2ccccc2)c2ccccc2)cc1, c1ccc(P(c2ccccc2)c2ccccc2)cc1. Product: CCC(O)C#Cc1ncn2c1CN(C)C(=O)c1c(Cl)cccc1-2. RXN SMILES: [C:19](#[CH:20])[CH:21]([OH:22])[CH2:23][CH3:24].[CH2:25]([NH:26][CH2:27][CH3:28])[CH3:29].[Cl:1][c:2]1[cH:3][cH:4][cH:5][c:6]2[c:7]1[C:8](=[O:18])[N:9]([CH3:17])[CH2:10][c:11]1[n:12]-2[cH:13][n:14][c:15]1[I:16].[Cu:71][I:72].[Pd:30]([Cl:31])[Cl:32].[c:33]1([P:34]([c:35]2[cH:36][cH:37][cH:38][cH:39][cH:40]2)[c:41]2[cH:42][cH:43][cH:44][cH:45][cH:46]2)[cH:47][cH:48][cH:49][cH:50][cH:51]1.[c:52]1([P:53]([c:54]2[cH:55][cH:56][cH:57][cH:58][cH:59]2)[c:60]2[cH:61][cH:62][cH:63][cH:64][cH:65]2)[cH:66][cH:67][cH:68][cH:69][cH:70]1>>[Cl:1][c:2]1[cH:3][cH:4][cH:5][c:6]2[c:7]1[C:8](=[O:18])[N:9]([CH3:17])[CH2:10][c:11]1[n:12]-2[cH:13][n:14][c:15]1[C:20]#[C:19][CH:21]([OH:22])[CH2:23][CH3:24]. Starting materials: C(=O)(O)[O-].[Na+] (NaHCO3), BrC(C1=CC=CC=C1)C1=CC=CC=C1 (Bromodiphenylmethane), C(CCCCCC)NC(NC1=C(C(=O)NC2CNCCC2)C=CC=C1)=O (2-(N'-n-heptylureido)-N-(piperidin-3-yl)benzamide), C(=O)([O-])[O-].[K+].[K+] (K2CO3). Solvent: CS(=O)C (DMSO). Product: C(CCCCCC)NC(NC1=C(C(=O)NC2CN(CCC2)C(C2=CC=CC=C2)C2=CC=CC=C2)C=CC=C1)=O (2-(N'-n-heptylureido)-N-(1-diphenylmethylpiperidin-3-yl)benzamide). The yield is 20.3%. RXN SMILES: Br[CH:2]([C:9]1[CH:14]=[CH:13][CH:12]=[CH:11][CH:10]=1)[C:3]1[CH:8]=[CH:7][CH:6]=[CH:5][CH:4]=1.[CH2:15]([NH:22][C:23](=[O:40])[NH:24][C:25]1[CH:39]=[CH:38][CH:37]=[CH:36][C:26]=1[C:27]([NH:29][CH:30]1[CH2:35][CH2:34][CH2:33][NH:32][CH2:31]1)=[O:28])[CH2:16][CH2:17][CH2:18][CH2:19][CH2:20][CH3:21].C([O-])([O-])=O.[K+].[K+].C([O-])(O)=O.[Na+]>CS(C)=O>[CH2:15]([NH:22][C:23](=[O:40])[NH:24][C:25]1[CH:39]=[CH:38][CH:37]=[CH:36][C:26]=1[C:27]([NH:29][CH:30]1[CH2:35][CH2:34][CH2:33][N:32]([CH:2]([C:9]2[CH:14]=[CH:13][CH:12]=[CH:11][CH:10]=2)[C:3]2[CH:8]=[CH:7][CH:6]=[CH:5][CH:4]=2)[CH2:31]1)=[O:28])[CH2:16][CH2:17][CH2:18][CH2:19][CH2:20][CH3:21] |f:2.3.4,5.6|. Procedure: Step 2): Bromodiphenylmethane (1.4 g, 5.6 mmol) was added to a solution of 2-(N'-n-heptylureido)-N-(piperidin-3-yl)benzamide (1.0 g, 2.8 mmol) and K2CO3 (0.4 g, 2.9 mmol) in DMSO (5 ml) at 0° C. The mixture was refluxed for 18 hours, poured into 1% NaHCO3 solution, extracted with ethyl acetate and washed with 1% NaHCO3 solution. The organic layer was dried (MgSO4) and concentrated. The residue was purified by column chromatography on silica gel (25% to 50% ethyl acetate in hexane) to give 2-(N'-...